From a dataset of the Open Reaction Database (ORD), a public repository of structured organic reaction records. describe an organic reaction: reactants, conditions, products, and yield The reactants are C1(=CC=C(OC)C=C1)C(=O)C(O)C1=CC=C(OC)C=C1 (p-anisoin), O1CCCC=C1 (3,4-dihydro-2H-pyran). The solvent is C1=CC=CC=C1 (benzene). Product: O1C(CCCC1)OC(C(C1=CC=C(OC)C=C1)=O)C1=CC=C(OC)C=C1 (p-anisoin tetrahydropyranyl ether). Yield: 71.6%. RXN SMILES: [C:1]1([C:9]([CH:11]([C:13]2[CH:20]=[CH:19][C:16]([O:17][CH3:18])=[CH:15][CH:14]=2)[OH:12])=[O:10])[CH:8]=[CH:7][C:4]([O:5][CH3:6])=[CH:3][CH:2]=1.[O:21]1[CH:26]=[CH:25][CH2:24][CH2:23][CH2:22]1>C1C=CC=CC=1>[O:21]1[CH2:26][CH2:25][CH2:24][CH2:23][CH:22]1[O:10][CH:9]([C:1]1[CH:2]=[CH:3][C:4]([O:5][CH3:6])=[CH:7][CH:8]=1)[C:11](=[O:12])[C:13]1[CH:14]=[CH:15][C:16]([O:17][CH3:18])=[CH:19][CH:20]=1. Reported procedure: 82 parts of p-anisoin are reacted with 34 parts of 3,4-dihydro-2H-pyran (approx. 35% molar excess) in 500 parts by volume of benzene, analogeously to Example 1. p-anisoin tetrahydropyranyl ether is obtained in a yield of 71.6% and melts over the range of 96° to 102° C. Starting materials: COC(C)c1ccc(C(=O)OC(OC)c2ccccc2)cc1, CO, O=[Pd]. The product is COC(C)c1ccc(C(=O)O)cc1. RXN SMILES: [CH3:1][O:2][CH:3]([CH3:4])[c:5]1[cH:6][cH:7][c:8]([C:9](=[O:10])[O:11][CH:12]([O:13][CH3:14])[c:15]2[cH:16][cH:17][cH:18][cH:19][cH:20]2)[cH:21][cH:22]1.[CH3:25][OH:26].[Pd:23]=[O:24]>>[CH3:1][O:2][CH:3]([CH3:4])[c:5]1[cH:6][cH:7][c:8]([C:9](=[O:10])[OH:11])[cH:21][cH:22]1. The reactants are CCCCc1ccc(CN)cc1, COC(=O)c1c(I)cccc1CBr, CCOC(C)=O, Cc1ccccc1, CCCCCC, [K+], [K+], O=C([O-])[O-]. Yields the product CCCCc1ccc(CN2Cc3cccc(I)c3C2=O)cc1. As a reaction SMILES: [CH2:14]([CH2:15][CH2:16][CH3:17])[c:18]1[cH:19][cH:20][c:21]([CH2:22][NH2:23])[cH:24][cH:25]1.[CH3:1][O:2][C:3]([c:4]1[c:5]([CH2:11][Br:12])[cH:6][cH:7][cH:8][c:9]1[I:10])=[O:13].[CH3:32][CH2:33][O:34][C:35](=[O:36])[CH3:37].[CH3:38][c:39]1[cH:40][cH:41][cH:42][cH:43][cH:44]1.[CH3:45][CH2:46][CH2:47][CH2:48][CH2:49][CH3:50].[K+:26].[K+:27].[O-:28][C:29]([O-:30])=[O:31]>>[C:3]1(=[O:13])[c:4]2[c:5]([cH:6][cH:7][cH:8][c:9]2[I:10])[CH2:11][N:23]1[CH2:22][c:21]1[cH:20][cH:19][c:18]([CH2:14][CH2:15][CH2:16][CH3:17])[cH:25][cH:24]1. The reactants are CCCCP(CCCC)CCCC, CC(CO)N1CC(COc2cccc(Cl)c2)OC1=O, O=C(N=NC(=O)N1CCCCC1)N1CCCCC1, O=C1SC(Cc2ccc(O)cc2)C(=O)N1C(c1ccccc1)(c1ccccc1)c1ccccc1, c1ccccc1. Product: CC(COc1ccc(CC2SC(=O)N(C(c3ccccc3)(c3ccccc3)c3ccccc3)C2=O)cc1)N1CC(COc2cccc(Cl)c2)OC1=O. Reaction SMILES: [CH2:1]([P:2]([CH2:3][CH2:4][CH2:5][CH3:6])[CH2:7][CH2:8][CH2:9][CH3:10])[CH2:11][CH2:12][CH3:13].[Cl:14][c:15]1[cH:16][c:17]([O:18][CH2:19][CH:20]2[CH2:21][N:22]([CH:26]([CH2:27][OH:28])[CH3:29])[C:23](=[O:25])[O:24]2)[cH:30][cH:31][cH:32]1.[N:33]([C:34]([N:35]1[CH2:36][CH2:37][CH2:38][CH2:39][CH2:40]1)=[O:41])=[N:42][C:43]([N:44]1[CH2:45][CH2:46][CH2:47][CH2:48][CH2:49]1)=[O:50].[OH:51][c:52]1[cH:53][cH:54][c:55]([CH2:56][CH:57]2[C:58](=[O:82])[N:59]([C:63]([c:64]3[cH:65][cH:66][cH:67][cH:68][cH:69]3)([c:70]3[cH:71][cH:72][cH:73][cH:74][cH:75]3)[c:76]3[cH:77][cH:78][cH:79][cH:80][cH:81]3)[C:60](=[O:62])[S:61]2)[cH:83][cH:84]1.[cH:85]1[cH:86][cH:87][cH:88][cH:89][cH:90]1>>[Cl:14][c:15]1[cH:16][c:17]([O:18][CH2:19][CH:20]2[CH2:21][N:22]([CH:26]([CH2:27][O:28][c:52]3[cH:53][cH:54][c:55]([CH2:56][CH:57]4[C:58](=[O:82])[N:59]([C:63]([c:64]5[cH:65][cH:66][cH:67][cH:68][cH:69]5)([c:70]5[cH:71][cH:72][cH:73][cH:74][cH:75]5)[c:76]5[cH:77][cH:78][cH:79][cH:80][cH:81]5)[C:60](=[O:62])[S:61]4)[cH:83][cH:84]3)[CH3:29])[C:23](=[O:25])[O:24]2)[cH:30][cH:31][cH:32]1. Run at temperature 100 celsius, time 18 hour. The yield is 26.5%. The reactants are C(C1=CC=CC=C1)OC[C@@H](CC#C[Si](CC)(CC)CC)O ((R)-5-benzyloxy-4-hydroxy-1-triethylsilyl-1-pentyne), IC1=C(N)C=CC(=C1)N1C=NN=C1 (2-iodo-4-(1,2,4-triazol-4-yl)aniline), [Li+].[Cl-] (LiCl), C(=O)([O-])[O-].[Na+].[Na+] (Na2CO3), C1=CC=C(C=C1)P(C2=CC=CC=C2)C3=CC=CC=C3 (Ph3P), N#N (N2). As a reaction SMILES: [CH2:1]([O:8][CH2:9][C@H:10]([OH:21])[CH2:11][C:12]#[C:13][Si](CC)(CC)CC)[C:2]1[CH:7]=[CH:6][CH:5]=[CH:4][CH:3]=1.I[C:23]1[CH:29]=[C:28]([N:30]2[CH:34]=[N:33][N:32]=[CH:31]2)[CH:27]=[CH:26][C:24]=1[NH2:25].[Li+].[Cl-].C([O-])([O-])=O.[Na+].[Na+].C1C=CC(P(C2C=CC=CC=2)C2C=CC=CC=2)=CC=1.N#N>CN(C=O)C.CC([O-])=O.CC([O-])=O.[Pd+2]>[CH2:1]([O:8][CH2:9][C@H:10]([OH:21])[CH2:11][C:12]1[C:23]2[C:24](=[CH:26][CH:27]=[C:28]([N:30]3[CH:34]=[N:33][N:32]=[CH:31]3)[CH:29]=2)[NH:25][CH:13]=1)[C:2]1[CH:7]=[CH:6][CH:5]=[CH:4][CH:3]=1 |f:2.3,4.5.6,10.11.12|. Reported procedure: This acetylene (7.6 g, 25 mmol), 2-iodo-4-(1,2,4-triazol-4-yl)aniline (5.6 g, 19.6 mmol), LiCl (927 mg, 19.7 mmol), Na2CO3 (8.37 g, 79 mmol), and Ph3P (1.03 g, 3.93 mmol) were stirred in DMF (200 ml) at r.t. for 2 h whilst N2 gas was bubbled through the mixture. Pd(OAc)2 (441 mg, 1.97 mmol) was then added, and the reaction heated at 100° C. for 20 h. The mixture was cooled, filtered and evaporated. H2O (500 ml) was added, and extracted with ethyl acetate (×5). The combined organic layers were wa... The reagents and catalysts are CC(=O)[O-].CC(=O)[O-].[Pd+2] (Pd(OAc)2). Product: C(C1=CC=CC=C1)OC[C@@H](CC1=CNC2=CC=C(C=C12)N1C=NN=C1)O ((R)-3-(3-benzyloxy-2-hydroxyprop-1-yl)-5-(1,2,4-triazol-4-yl)indole). The solvent is CN(C)C=O (DMF). Reactants: ClC1=CC=2C3=C(N(C2C=C1)CCC(=O)O)CCN(C3)C (3-(8-chloro-1,2,3,4-tetrahydro-2-methylpyrido[4,3-b]indol-5-yl)propanoic acid), CC1CCNCC1 (4-methyl Piperidine), C1CCC(CC1)N=C=NC2CCCCC2 (DCC). The reagents and catalysts are CN(C)C=1C=CN=CC1 (DMAP). Solvent: C(Cl)Cl (DCM). Reaction conditions: time 3 hour. Yields the product ClC1=CC=2C3=C(N(C2C=C1)CCC(=O)N1CCC(CC1)C)CCN(C3)C (3-(8-chloro-1,2,3, 4-tetrahydro-2-methylpyrido[4,3-b]indol-5-yl)-1-(4-methylpiperidin-1-yl)propan-1-one). Isolated yield 18.9%. RXN SMILES: [Cl:1][C:2]1[CH:10]=[CH:9][C:8]2[N:7]([CH2:11][CH2:12][C:13]([OH:15])=O)[C:6]3[CH2:16][CH2:17][N:18]([CH3:20])[CH2:19][C:5]=3[C:4]=2[CH:3]=1.[CH3:21][CH:22]1[CH2:27][CH2:26][NH:25][CH2:24][CH2:23]1.C1CCC(N=C=NC2CCCCC2)CC1>CN(C1C=CN=CC=1)C.C(Cl)Cl>[Cl:1][C:2]1[CH:10]=[CH:9][C:8]2[N:7]([CH2:11][CH2:12][C:13]([N:25]3[CH2:26][CH2:27][CH:22]([CH3:21])[CH2:23][CH2:24]3)=[O:15])[C:6]3[CH2:16][CH2:17][N:18]([CH3:20])[CH2:19][C:5]=3[C:4]=2[CH:3]=1. Reported procedure: A mixture of 3-(8-chloro-1,2,3,4-tetrahydro-2-methylpyrido[4,3-b]indol-5-yl)propanoic acid (50 mg, 0.17 mmol), 4-methyl Piperidine (0.02 mL, 0.17 mmol), DCC (38 mg, 0.18 mmol), and DMAP (23 mg, 0.18 mmol) in dry DCM (2 mL) was stirred at room temperature for 3 h. The reaction mixture was filtered through Celite and concentrated to obtain 12 mg of 3-(8-chloro-1,2,3, 4-tetrahydro-2-methylpyrido[4,3-b]indol-5-yl)-1-(4-methylpiperidin-1-yl)propan-1-one as TFA salt after purification by reverse-phase...